Dataset: the Open Reaction Database (ORD), a public repository of structured organic reaction records. Task: describe an organic reaction: reactants, conditions, products, and yield Reactants: [H-].[Na+] (Sodium hydride), Ice water, O=C1C(CN(C2=C(N1)C=C(C=C2)C)C2CCCCC2)NC(=O)OC(C)(C)C (2-oxo-3-tert-butoxycarbonylamino-5-cyclohexyl-8-methyl-1,3,4,5-tetrahydro-2H-1,5-benzodiazepine), BrCC(=O)C(C)(C)C (bromomethyl-tert-butyl ketone). Run in CN(C=O)C (N,N-dimethylformamide). Run at time 30 minute. Yields the product C(C)(C)(C)C(=O)CN1C(C(CN(C2=C1C=C(C=C2)C)C2CCCCC2)NC(=O)OC(C)(C)C)=O (1-tert-butylcarbonylmethyl-2-oxo-3-tert-butoxycarbonylamino-5-cyclohexyl-8-methyl-1,3,4,5-tetrahydro-2H-1,5-benzodiazepine). The yield is 99.9%. Reaction SMILES: [H-].[Na+].[O:3]=[C:4]1[NH:10][C:9]2[CH:11]=[C:12]([CH3:15])[CH:13]=[CH:14][C:8]=2[N:7]([CH:16]2[CH2:21][CH2:20][CH2:19][CH2:18][CH2:17]2)[CH2:6][CH:5]1[NH:22][C:23]([O:25][C:26]([CH3:29])([CH3:28])[CH3:27])=[O:24].Br[CH2:31][C:32]([C:34]([CH3:37])([CH3:36])[CH3:35])=[O:33]>CN(C)C=O>[C:34]([C:32]([CH2:31][N:10]1[C:9]2[CH:11]=[C:12]([CH3:15])[CH:13]=[CH:14][C:8]=2[N:7]([CH:16]2[CH2:21][CH2:20][CH2:19][CH2:18][CH2:17]2)[CH2:6][CH:5]([NH:22][C:23]([O:25][C:26]([CH3:29])([CH3:28])[CH3:27])=[O:24])[C:4]1=[O:3])=[O:33])([CH3:37])([CH3:36])[CH3:35] |f:0.1|. Procedure details: 60% Sodium hydride (53 mg) was suspended in anhydrous N,N-dimethylformamide (5 ml), under ice-cooling 2-oxo-3-tert-butoxycarbonylamino-5-cyclohexyl-8-methyl-1,3,4,5-tetrahydro-2H-1,5-benzodiazepine (410 mg) was added, and the mixture was stirred at room temperature for 30 minutes. Subsequently, bromomethyl-tert-butyl ketone (217 mg) was added to the mixture under ice-cooling, the mixture was stirred at room temperature for 30 minutes. Ice-water was added to the reaction mixture, extracted with e... The reactants are C(C)OC(C(CC1=CC=C(C=C1)O)(C)OC1=CC=C(C=C1)Cl)=O (2-(4-chlorophenoxy)-3-(4-hydroxy-phenyl)-2-methyl-propionic acid ethyl ester), CC1=C(N=C(O1)C=1SC=CC1)CCOS(=O)(=O)C1=CC=C(C=C1)C (toluene-4-sulfonic acid 2-(5-methyl-2-thiophen-2-yl-oxazol-4-yl)-ethyl ester), C26H25ClNO5S. Product: ClC1=CC=C(OC(C(=O)O)(CC2=CC=C(C=C2)OCCC=2N=C(OC2C)C=2SC=CC2)C)C=C1 (2-(4-Chlorophenoxy)-2-methyl-3-{4-[2-(5-methyl-2-thiophen-2-yl-oxazol-4-yl)-ethoxy]-phenyl}-propionic acid). RXN SMILES: C([O:3][C:4](=[O:23])[C:5]([O:15][C:16]1[CH:21]=[CH:20][C:19]([Cl:22])=[CH:18][CH:17]=1)([CH3:14])[CH2:6][C:7]1[CH:12]=[CH:11][C:10]([OH:13])=[CH:9][CH:8]=1)C.[CH3:24][C:25]1[O:29][C:28]([C:30]2[S:31][CH:32]=[CH:33][CH:34]=2)=[N:27][C:26]=1[CH2:35][CH2:36]OS(C1C=CC(C)=CC=1)(=O)=O>>[Cl:22][C:19]1[CH:18]=[CH:17][C:16]([O:15][C:5]([CH3:14])([CH2:6][C:7]2[CH:8]=[CH:9][C:10]([O:13][CH2:36][CH2:35][C:26]3[N:27]=[C:28]([C:30]4[S:31][CH:32]=[CH:33][CH:34]=4)[O:29][C:25]=3[CH3:24])=[CH:11][CH:12]=2)[C:4]([OH:3])=[O:23])=[CH:21][CH:20]=1. Procedure details: The title compound was prepared from 2-(4-chlorophenoxy)-3-(4-hydroxy-phenyl)-2-methyl-propionic acid ethyl ester and toluene-4-sulfonic acid 2-(5-methyl-2-thiophen-2-yl-oxazol-4-yl)-ethyl ester by the procedure of Example 29. 1H NMR (400 MHz, CDCl3) δ 7.59 (d, 1H, J=4.30 Hz), 7.38 (d, 1H, J=4.30 Hz), 7.20-7.16 (m, 4H), 7.06 (dd, 1H, J=8.60 Hz, 3.91 Hz), 6.83 (t, 4H, J=8.60 Hz), 4.17 (t, 2H, J=6.65 Hz), 3.23 (d, 1H, J=14.08 Hz), 3.14 (d, 1H, J=14.08 Hz), 2.97 (t, 2H, J=6.65 Hz), 2.36 (s, 3H), 1.... Starting materials: C(C)(=O)OCC (ethyl acetate), CO (methanol), CN(C)C=O (DMF), NC1=C(C=CC=C1)NC(C1=CC=C(C=C1)CN(C(=O)NC1=CC(=CC=C1)OCC1=CC=CC=C1)CCCN(C)C)=O (N-(2-aminophenyl)-4-[3-(3-benzyloxyphenyl)-1-(3-dimethylaminopropyl)ureidomethyl]benzamide). Reagents/catalysts: [Pd] (Palladium on carbon). Yields the product NC1=C(C=CC=C1)NC(C1=CC=C(C=C1)C(CCCN(C)C)NC(=O)NC1=CC(=CC=C1)O)=O (N-(2-Aminophenyl)-4-[1-(3-dimethylaminopropyl)-3-(3-hydroxyphenyl)ureidomethyl]benzamide). Yield: 88.0%. As a reaction SMILES: [NH2:1][C:2]1[CH:7]=[CH:6][CH:5]=[CH:4][C:3]=1[NH:8][C:9](=[O:41])[C:10]1[CH:15]=[CH:14][C:13]([CH2:16][N:17](CCCN(C)C)[C:18]([NH:20][C:21]2[CH:26]=[CH:25][CH:24]=[C:23]([O:27]CC3C=CC=CC=3)[CH:22]=2)=[O:19])=[CH:12][CH:11]=1.[C:42](OCC)(=O)[CH3:43].CO.[CH3:50][N:51]([CH:53]=O)[CH3:52]>[Pd]>[NH2:1][C:2]1[CH:7]=[CH:6][CH:5]=[CH:4][C:3]=1[NH:8][C:9](=[O:41])[C:10]1[CH:11]=[CH:12][C:13]([CH:16]([NH:17][C:18]([NH:20][C:21]2[CH:26]=[CH:25][CH:24]=[C:23]([OH:27])[CH:22]=2)=[O:19])[CH2:42][CH2:43][CH2:53][N:51]([CH3:52])[CH3:50])=[CH:14][CH:15]=1. Procedure: 10% Palladium on carbon (100 mg) was added to a solution of N-(2-aminophenyl)-4-[3-(3-benzyloxyphenyl)-1-(3-dimethylaminopropyl)ureidomethyl]benzamide (Compound No. 1-76, 640 mg, 1.2 mmol) in a mixed solvent (ethyl acetate (10 mL), methanol (10 mL), and DMF (10 mL)), and then the reaction mixture was stirred under a hydrogen atmosphere at room temperature for 32 hours. After the insoluble was filtered off, water (100 mL) was added to the filtrate, the whole was extracted with ethyl acetate (100 ... Reactants: FC=1C=C2C(C(=CN(C2=CC1F)C=1SC=CC1)C(=O)O)=O (6,7-Difluoro-1-(2-thienyl)-1,4-dihydro-4-oxoquinoline-3-carboxylic acid), C(C)(=O)NCC1CNCC1Cl (3-acetylaminomethyl-4-chloropyrrolidine). The solvent is CN1C(CCC1)=O (N-methylpyrrolidone). Run at temperature 110 celsius, time 1 hour. The product is FC=1C=C2C(C(=CN(C2=CC1N1CC(C(C1)Cl)CNC(C)=O)C=1SC=CC1)C(=O)O)=O (6-fluoro-1-(2-thienyl)7-(3-acetylaminomethyl-4-chloro-1-pyrrolidinyl)-1,4-dihydro-4-oxoquinoline-3-carboxylic acid). The yield is 71.5%. Reaction SMILES: [F:1][C:2]1[CH:3]=[C:4]2[C:9](=[CH:10][C:11]=1F)[N:8]([C:13]1[S:14][CH:15]=[CH:16][CH:17]=1)[CH:7]=[C:6]([C:18]([OH:20])=[O:19])[C:5]2=[O:21].[C:22]([NH:25][CH2:26][CH:27]1[CH:31]([Cl:32])[CH2:30][NH:29][CH2:28]1)(=[O:24])[CH3:23]>CN1CCCC1=O>[F:1][C:2]1[CH:3]=[C:4]2[C:9](=[CH:10][C:11]=1[N:29]1[CH2:30][CH:31]([Cl:32])[CH:27]([CH2:26][NH:25][C:22](=[O:24])[CH3:23])[CH2:28]1)[N:8]([C:13]1[S:14][CH:15]=[CH:16][CH:17]=1)[CH:7]=[C:6]([C:18]([OH:20])=[O:19])[C:5]2=[O:21]. Reported procedure: 6,7-Difluoro-1-(2-thienyl)-1,4-dihydro-4-oxoquinoline-3-carboxylic acid (0.5 g) and 3-acetylaminomethyl-4-chloropyrrolidine (0.86 g) are added to N-methylpyrrolidone (50 ml) and the mixture is stirred at 110° C. for one hour. After the reaction, the solvent is distilled off and the resulting residue is crystallized with ethanol. The crystals are separated by filtration and then recrystallized from ethanol to give 6-fluoro-1-(2-thienyl)7-(3-acetylaminomethyl-4-chloro-1-pyrrolidinyl)-1,4-dihydro-4...